The task is: describe an organic reaction: reactants, conditions, products, and yield. This data is from the Open Reaction Database (ORD), a public repository of structured organic reaction records. The reactants are [Al+3], CON(C)C(=O)C1CC1c1csc2ccccc12, [H-], [H-], [H-], [H-], [Li+], C1CCOC1. Product: O=CC1CC1c1csc2ccccc12. RXN SMILES: [Al+3:2].[CH3:7][O:8][N:9]([C:10](=[O:11])[CH:12]1[CH:13]([c:15]2[c:16]3[c:17]([s:18][cH:19]2)[cH:20][cH:21][cH:22][cH:23]3)[CH2:14]1)[CH3:24].[H-:1].[H-:4].[H-:5].[H-:6].[Li+:3].[O:25]1[CH2:26][CH2:27][CH2:28][CH2:29]1>>[CH:10](=[O:11])[CH:12]1[CH:13]([c:15]2[c:16]3[c:17]([s:18][cH:19]2)[cH:20][cH:21][cH:22][cH:23]3)[CH2:14]1.